describe an organic reaction: reactants, conditions, products, and yield From a dataset of the Open Reaction Database (ORD), a public repository of structured organic reaction records. Reactants: B, C1CCOC1, [Na+], O=C(C1COc2ccccc2O1)N1CCCC(c2ccc3c(c2)OCO3)C1, CN(C)C=O, [OH-], O. Yields the product c1ccc2c(c1)OCC(CN1CCCC(c3ccc4c(c3)OCO4)C1)O2. As a reaction SMILES: [BH3:28].[CH2:29]1[O:30][CH2:31][CH2:32][CH2:33]1.[Na+:36].[O:1]1[CH2:2][O:3][c:4]2[c:5]1[cH:6][cH:7][c:8]([CH:10]1[CH2:11][N:12]([C:16](=[O:17])[CH:18]3[CH2:19][O:20][c:21]4[c:22]([cH:24][cH:25][cH:26][cH:27]4)[O:23]3)[CH2:13][CH2:14][CH2:15]1)[cH:9]2.[O:37]=[CH:38][N:39]([CH3:40])[CH3:41].[OH-:35].[OH2:34]>>[O:1]1[CH2:2][O:3][c:4]2[c:5]1[cH:6][cH:7][c:8]([CH:10]1[CH2:11][N:12]([CH2:16][CH:18]3[CH2:19][O:20][c:21]4[c:22]([cH:24][cH:25][cH:26][cH:27]4)[O:23]3)[CH2:13][CH2:14][CH2:15]1)[cH:9]2. Starting materials: CC(=O)C1(Br)Cc2ccccc2C1C, Br, CC1c2ccccc2CC1C(=O)CBr, ClCCl, CC(=O)C1Cc2ccccc2C1C. The product is CC1c2ccccc2CC1(Br)C(=O)CBr. Reaction SMILES: [Br:15][C:16]1([C:26]([CH3:27])=[O:28])[CH:17]([CH3:25])[c:18]2[cH:19][cH:20][cH:21][cH:22][c:23]2[CH2:24]1.[Br:1].[Br:29][CH2:30][C:31]([CH:32]1[CH2:33][c:34]2[c:35]([cH:36][cH:37][cH:38][cH:39]2)[CH:40]1[CH3:41])=[O:42].[CH2:43]([Cl:44])[Cl:45].[CH3:2][CH:3]1[c:4]2[c:5]([cH:6][cH:7][cH:8][cH:9]2)[CH2:10][CH:11]1[C:12](=[O:13])[CH3:14]>>[Br:15][C:16]1([C:26]([CH2:27][Br:29])=[O:28])[CH:17]([CH3:25])[c:18]2[cH:19][cH:20][cH:21][cH:22][c:23]2[CH2:24]1. The reactants are ClC(C(=O)O)CC1=C(C=C(C(=C1)N1N=C(N(C1=O)C(F)F)C)Cl)Cl (2-chloro-3-[2,4-dichloro-5-(4-difluoromethyl-4,5-dihydro-3-methyl-5-oxo-1H-1,2,4-triazol-1-yl)phenyl]propionic acid), ClC(C(=O)O)CC1=C(C=C(C(=C1)N1N=C(N(C1=O)C(F)F)C)Cl)Cl (2-chloro-3-[2,4-dichloro-5-(4-difluoromethyl-4,5-dihydro-3-methyl-5-oxo-1H-1,2,4-triazol-1-yl)phenyl]propionic acid), C1(CC1)N (cyclopropylamine), O.ON1N=NC2=C1C=CC=C2 (1-hydroxybenzotriazole hydrate), C(C)(C)N(C(C)C)CC (N,N-diisopropylethylamine), C1(CCCCC1)N=C=NC1CCCCC1 (1,3-dicyclohexylcarbodiimide). Solvent: O1CCCC1 (tetrahydrofuran). Reaction conditions: time 18 hour. Product: C1(CC1)NC(C(CC1=C(C=C(C(=C1)N1N=C(N(C1=O)C(F)F)C)Cl)Cl)Cl)=O (N-cyclopropyl2 -chloro-3-[2,4-dichloro-5-(4-difluoromethyl-4,5-dihydro-3-methyl-5-oxo-1H-1,2,4-triazol-1-yl)phenyl]propionamide). The yield is 75.2%. RXN SMILES: [Cl:1][CH:2]([CH2:6][C:7]1[CH:12]=[C:11]([N:13]2[C:17](=[O:18])[N:16]([CH:19]([F:21])[F:20])[C:15]([CH3:22])=[N:14]2)[C:10]([Cl:23])=[CH:9][C:8]=1[Cl:24])[C:3]([OH:5])=O.[CH:25]1([NH2:28])[CH2:27][CH2:26]1.O.ON1C2C=CC=CC=2N=N1.C(N(CC)C(C)C)(C)C.C1(N=C=NC2CCCCC2)CCCCC1>O1CCCC1>[CH:25]1([NH:28][C:3](=[O:5])[CH:2]([Cl:1])[CH2:6][C:7]2[CH:12]=[C:11]([N:13]3[C:17](=[O:18])[N:16]([CH:19]([F:20])[F:21])[C:15]([CH3:22])=[N:14]3)[C:10]([Cl:23])=[CH:9][C:8]=2[Cl:24])[CH2:27][CH2:26]1 |f:2.3|. Procedure: A stirred solution of 0.50 g (0.0013 mole) of 2-chloro-3-[2,4-dichloro-5-(4-difluoromethyl-4,5-dihydro-3-methyl-5-oxo-1H-1,2,4-triazol-1-yl)phenyl]propionic acid (Compound 2), 0.071 g (0.0013 mole) of cyclopropylamine, 0.17 g (0.0013 mole) of 1-hydroxybenzotriazole hydrate, and 0.18 g (0.0014 mole) of N,N-diisopropylethylamine in approximately 15 mL of tetrahydrofuran was cooled to 0° C. To this cold mixture was added 0.26 g (0.0013 mole) of 1,3-dicyclohexylcarbodiimide. After complete addition,...